This data is from the Open Reaction Database (ORD), a public repository of structured organic reaction records. The task is: describe an organic reaction: reactants, conditions, products, and yield Reactants: 78.5, CC1(NC(CC(C1)O)(C)C)C (2,2,6,6-tetramethylpiperidine-4-ol), C(C=C)Br (allyl bromide). Solvent: C(C)O (ethyl alcohol). The product is C(C=C)N1C(CC(CC1(C)C)O)(C)C (1-allyl-2,2,6,6-tetramethylpiperidin-4-ol). RXN SMILES: [CH3:1][C:2]1([CH3:11])[CH2:7][CH:6]([OH:8])[CH2:5][C:4]([CH3:10])([CH3:9])[NH:3]1.[CH2:12](Br)[CH:13]=[CH2:14]>C(O)C>[CH2:14]([N:3]1[C:4]([CH3:10])([CH3:9])[CH2:5][CH:6]([OH:8])[CH2:7][C:2]1([CH3:11])[CH3:1])[CH:13]=[CH2:12]. Procedure details: A mixture of 78.5 parts of 2,2,6,6-tetramethylpiperidine-4-ol and 30.25 parts of allyl bromide in 250 parts of ethyl alcohol was heated under reflux conditions for 48 hours. The cooled reaction mixture was filtered to remove 2,2,6,6-tetramethylpiperidin-4-ol hydrobromide formed during the reaction and the ethyl alcohol solvent was removed by distillation under reduced pressure. The residue was triturated with cold petroleum ether (b.p. 40°-60°C) to remove a small amount of unreacted 2,2,6,6-tetr... Reagents/catalysts: [Pd] (Pd/C). Yields the product C(C)(C)[C@@H]1OC[C@H](CO1)N (trans 2-Isopropyl-[1,3]dioxan-5-ylamine). The solvent is CCOC(=O)C (EtOAc). Procedure details: Hydrogenation of 4.07 g (14.6 mMol) of trans-benzyl-(2-isopropyl-[1,3]dioxan-5-yl)-carbamate in 80 ml of EtOAc in the presence of 0.4 g of 10% Pd/C, followed by filtration through Celite and evaporation, yields the title compound: 1H NMR (CDCl3) δ 4.11 (m, 3H), 3.20 (t, 10.5 Hz, 2H), 3.04 (m, 1H), 1.80 (m, 1H), 1.56 (sb, H2N), 0.93 (d, 6H). Starting materials: C(C1=CC=CC=C1)OC(N[C@H]1CO[C@@H](OC1)C(C)C)=O (trans-benzyl-(2-isopropyl-[1,3]dioxan-5-yl)-carbamate). RXN SMILES: C(OC(=O)[NH:10][C@@H:11]1[CH2:16][O:15][C@@H:14]([CH:17]([CH3:19])[CH3:18])[O:13][CH2:12]1)C1C=CC=CC=1>CCOC(C)=O.[Pd]>[CH:17]([C@H:14]1[O:15][CH2:16][C@H:11]([NH2:10])[CH2:12][O:13]1)([CH3:19])[CH3:18]. The reactants are ClCCl, O=[N+]([O-])c1ccc(F)cc1CO. Product: O=Cc1cc(F)ccc1[N+](=O)[O-]. RXN SMILES: [Cl:13][CH2:14][Cl:15].[F:1][c:2]1[cH:3][cH:4][c:5]([N+:10](=[O:11])[O-:12])[c:6]([CH2:8][OH:9])[cH:7]1>>[F:1][c:2]1[cH:3][cH:4][c:5]([N+:10](=[O:11])[O-:12])[c:6]([CH:8]=[O:9])[cH:7]1.